This data is from the Open Reaction Database (ORD), a public repository of structured organic reaction records. The task is: describe an organic reaction: reactants, conditions, products, and yield Reactants: FC(COC)(C(F)(F)F)F (Methyl 2,2,3,3,3-pentafluoropropyl ether), C(=O)=O (dry ice), S(=O)(=O)(Cl)Cl (sulfuryl chloride). Run at temperature 33 celsius. Product: FC(COCCl)(C(F)(F)F)F (Chloromethyl 2,2,3,3,3-pentafluoropropyl ether). As a reaction SMILES: [F:1][C:2]([F:10])([C:6]([F:9])([F:8])[F:7])[CH2:3][O:4][CH3:5].C(=O)=O.S(Cl)([Cl:17])(=O)=O>>[F:1][C:2]([F:10])([C:6]([F:9])([F:8])[F:7])[CH2:3][O:4][CH2:5][Cl:17]. Procedure details: Methyl 2,2,3,3,3-pentafluoropropyl ether (225g, 1.37 mole) in a flask fitted with a dry ice cooled condensor and moisture trap was stirred, heated to 33°C, irradiated with ultraviolet light, and sulfuryl chloride (174 g, 1.29 mole) was added dropwise. The reaction temperature dropped to about 0°C as SO2 returned from the condensor. The condensor was allowed to warm gradually to permit SO2 to escape and the reaction temperature to rise to about 33°C to complete the chlorination. The product was w... Reactants: ClC=1C=C(C=CC1)CC#N ((3-chlorophenyl)acetonitrile), BrCCCBr (1,3-dibromopropane). Product: ClC=1C=C(C=CC1)C1(CCC1)CN ((1-(3-Chlorophenyl)cyclobutyl)methylamine). Reaction SMILES: [Cl:1][C:2]1[CH:3]=[C:4]([CH2:8][C:9]#[N:10])[CH:5]=[CH:6][CH:7]=1.Br[CH2:12][CH2:13][CH2:14]Br>>[Cl:1][C:2]1[CH:3]=[C:4]([C:8]2([CH2:9][NH2:10])[CH2:14][CH2:13][CH2:12]2)[CH:5]=[CH:6][CH:7]=1. Procedure details: (1-(3-Chlorophenyl)cyclobutyl)methylamine is prepared from (3-chlorophenyl)acetonitrile (3.79 g, 25 mmol) and 1,3-dibromopropane (7.57 g, 375 mmol) as described in Example 1 in 60% overall yield. The reactants are CCNC(=O)Nc1ccc(-c2nc3c(c(N4CCOCC4C)n2)CCNC3)cc1, Clc1ccncn1. Yields the product CCNC(=O)Nc1ccc(-c2nc3c(c(N4CCOCC4C)n2)CCN(c2ccncn2)C3)cc1. Reaction SMILES: [CH2:1]([CH3:2])[NH:3][C:4](=[O:5])[NH:6][c:7]1[cH:8][cH:9][c:10](-[c:13]2[n:14][c:15]([N:23]3[CH:24]([CH3:29])[CH2:25][O:26][CH2:27][CH2:28]3)[c:16]3[c:17]([n:18]2)[CH2:19][NH:20][CH2:21][CH2:22]3)[cH:11][cH:12]1.[Cl:30][c:31]1[n:32][cH:33][n:34][cH:35][cH:36]1>>[CH2:1]([CH3:2])[NH:3][C:4](=[O:5])[NH:6][c:7]1[cH:8][cH:9][c:10](-[c:13]2[n:14][c:15]([N:23]3[CH:24]([CH3:29])[CH2:25][O:26][CH2:27][CH2:28]3)[c:16]3[c:17]([n:18]2)[CH2:19][N:20]([c:31]2[n:32][cH:33][n:34][cH:35][cH:36]2)[CH2:21][CH2:22]3)[cH:11][cH:12]1. Starting materials: C(C1=CC=CC=C1)(=O)OCCOCCN1C=CC=2N=CN=C(C21)Cl (2-[2-(4-chloro-5H-pyrrolo[3,2-d]pyrimidin-5-yl)ethoxy]ethyl benzoate), ClC=1C=C(N)C=CC1OCC1=CC(=CC=C1)F (3-chloro-4-[(3-fluorobenzyl)oxy]aniline). Solvent: C(O)([O-])=O.[Na+] (sodium hydrogen carbonate), CN1C(CCC1)=O (1-methyl-2-pyrrolidone). Conditions: temperature 100 celsius, time 2 hour. Yields the product C(C1=CC=CC=C1)(=O)OCCOCCN1C=CC=2N=CN=C(C21)NC2=CC(=C(C=C2)OCC2=CC(=CC=C2)F)Cl (2-{2-[4-({3-chloro-4-[(3-fluorobenzyl)oxy]phenyl}amino)-5H-pyrrolo[3,2-d]pyrimidin-5-yl]ethoxy}ethyl benzoate). Yield: 87.7%. Reaction SMILES: [C:1]([O:9][CH2:10][CH2:11][O:12][CH2:13][CH2:14][N:15]1[C:23]2[C:22](Cl)=[N:21][CH:20]=[N:19][C:18]=2[CH:17]=[CH:16]1)(=[O:8])[C:2]1[CH:7]=[CH:6][CH:5]=[CH:4][CH:3]=1.[Cl:25][C:26]1[CH:27]=[C:28]([CH:30]=[CH:31][C:32]=1[O:33][CH2:34][C:35]1[CH:40]=[CH:39][CH:38]=[C:37]([F:41])[CH:36]=1)[NH2:29]>CN1CCCC1=O.C(=O)([O-])O.[Na+]>[C:1]([O:9][CH2:10][CH2:11][O:12][CH2:13][CH2:14][N:15]1[C:23]2[C:22]([NH:29][C:28]3[CH:30]=[CH:31][C:32]([O:33][CH2:34][C:35]4[CH:40]=[CH:39][CH:38]=[C:37]([F:41])[CH:36]=4)=[C:26]([Cl:25])[CH:27]=3)=[N:21][CH:20]=[N:19][C:18]=2[CH:17]=[CH:16]1)(=[O:8])[C:2]1[CH:7]=[CH:6][CH:5]=[CH:4][CH:3]=1 |f:3.4|. Reported procedure: To a solution of 2-[2-(4-chloro-5H-pyrrolo[3,2-d]pyrimidin-5-yl)ethoxy]ethyl benzoate (802 mg) in 1-methyl-2-pyrrolidone (8.0 mL) was added 3-chloro-4-[(3-fluorobenzyl)oxy]aniline (745 mg), and the mixture was stirred in an oil bath at a temperature of 100° C. for 2 hrs. The reaction mixture was allowed to cool to room temperature, diluted with 5% aqueous sodium hydrogen carbonate solution (25 mL), and extracted with a mixed solvent (50 mL×3) of ethyl acetate/tetrahydrofuran (3/1). The solvent w... Reactants: [C-]#N.[Na+] (sodium cyanide), O (water), C(C)(C)(C)C1=CC=C(CBr)C=C1 (4-tert-butylbenzyl bromide), O (water). The reagents and catalysts are C1COC2=CC=CC=C2OCCOCCOC3=CC=CC=C3OCCO1 (dibenzo-18-crown-6-ether). The solvent is CS(=O)C (DMSO). Run at time 8 hour. The product is C(C)(C)(C)C1=CC=C(C=C1)CC#N (4-tert-butylphenylacetonitrile). The yield is 31.2%. Reaction SMILES: [C-:1]#[N:2].[Na+].[C:4]([C:8]1[CH:15]=[CH:14][C:11]([CH2:12]Br)=[CH:10][CH:9]=1)([CH3:7])([CH3:6])[CH3:5].O>CS(C)=O.C1OCCOC2C(=CC=CC=2)OCCOCCOC2C(=CC=CC=2)OC1>[C:4]([C:8]1[CH:15]=[CH:14][C:11]([CH2:12][C:1]#[N:2])=[CH:10][CH:9]=1)([CH3:7])([CH3:6])[CH3:5] |f:0.1|. Reported procedure: 0.22 g of dibenzo-18-crown-6-ether and 1.57 g of sodium cyanide were suspended in 20 ml of DMSO, and 5.00 g of 4-tert-butylbenzyl bromide was dropwise added thereto with cooling with water. After having been stirred overnight at room temperature, the resulting mixture was further stirred at 50° C. for 5 hours. After this was left to be at room temperature, water was added thereto and extracted with ether. The organic layer was washed with water, and dried over sodium sulfate, and the solvent was... Reactants: O=C1CCC(=O)N1Br, CCOC(C)=O, CC#N, COc1ccc(F)c(C=O)c1O, O. Yields the product COc1cc(Br)c(F)c(C=O)c1O. As a reaction SMILES: [Br:1][N:2]1[C:3](=[O:4])[CH2:5][CH2:6][C:7]1=[O:8].[CH3:22][CH2:23][O:24][C:25](=[O:26])[CH3:27].[CH3:28][C:29]#[N:30].[F:9][c:10]1[cH:11][cH:12][c:13]([O:19][CH3:20])[c:14]([OH:18])[c:15]1[CH:16]=[O:17].[OH2:21]>>[Br:1][c:11]1[c:10]([F:9])[c:15]([CH:16]=[O:17])[c:14]([OH:18])[c:13]([O:19][CH3:20])[cH:12]1. Starting materials: C, COc1cc(C(=O)O)c([N+](=O)[O-])cc1OCCCl, CO, [H][H], [Pd]. The product is COc1cc(C(=O)O)c(N)cc1OCCCl. RXN SMILES: [C:21].[CH3:1][O:2][c:3]1[c:4]([O:15][CH2:16][CH2:17][Cl:18])[cH:5][c:6]([N+:12]([O-:13])=[O:14])[c:7]([C:8](=[O:9])[OH:10])[cH:11]1.[CH3:23][OH:24].[H:19][H:20].[Pd:22]>>[CH3:1][O:2][c:3]1[c:4]([O:15][CH2:16][CH2:17][Cl:18])[cH:5][c:6]([NH2:12])[c:7]([C:8](=[O:9])[OH:10])[cH:11]1.